From a dataset of the Open Reaction Database (ORD), a public repository of structured organic reaction records. describe an organic reaction: reactants, conditions, products, and yield The reactants are CCCCc1nc(C)[nH]c(=O)c1Cc1ccc(-c2ccccc2C#N)cc1, CCCCP(CCCC)CCCC, CC1(C)Cc2cccc(CO)c2O1, CCOC(C)=O, O=C(N=NC(=O)N1CCCCC1)N1CCCCC1, C1CCOC1. Product: CCCCc1nc(C)n(Cc2cccc3c2OC(C)(C)C3)c(=O)c1Cc1ccc(-c2ccccc2C#N)cc1. As a reaction SMILES: [CH2:1]([CH2:2][CH2:3][CH3:4])[c:5]1[n:6][c:7]([CH3:27])[nH:8][c:9](=[O:26])[c:10]1[CH2:11][c:12]1[cH:13][cH:14][c:15](-[c:18]2[c:19]([C:24]#[N:25])[cH:20][cH:21][cH:22][cH:23]2)[cH:16][cH:17]1.[CH2:46]([P:47]([CH2:48][CH2:49][CH2:50][CH3:51])[CH2:52][CH2:53][CH2:54][CH3:55])[CH2:56][CH2:57][CH3:58].[CH3:59][C:60]1([CH3:71])[O:61][c:62]2[c:63]([cH:65][cH:66][cH:67][c:68]2[CH2:69][OH:70])[CH2:64]1.[CH3:72][CH2:73][O:74][C:75](=[O:76])[CH3:77].[N:28]([C:29]([N:30]1[CH2:31][CH2:32][CH2:33][CH2:34][CH2:35]1)=[O:36])=[N:37][C:38]([N:39]1[CH2:40][CH2:41][CH2:42][CH2:43][CH2:44]1)=[O:45].[O:78]1[CH2:79][CH2:80][CH2:81][CH2:82]1>>[CH2:1]([CH2:2][CH2:3][CH3:4])[c:5]1[n:6][c:7]([CH3:27])[n:8]([CH2:69][c:68]2[c:62]3[c:63]([cH:65][cH:66][cH:67]2)[CH2:64][C:60]([CH3:59])([CH3:71])[O:61]3)[c:9](=[O:26])[c:10]1[CH2:11][c:12]1[cH:13][cH:14][c:15](-[c:18]2[c:19]([C:24]#[N:25])[cH:20][cH:21][cH:22][cH:23]2)[cH:16][cH:17]1. The reactants are CC(=O)c1ccc(OCC2CC2)c(-c2ncnc3c(C(=O)O)c[nH]c23)c1, CC(=O)N1CCC(N)CC1. Product: CC(=O)c1ccc(OCC2CC2)c(-c2ncnc3c(C(=O)NC4CCN(C(C)=O)CC4)c[nH]c23)c1. Reaction SMILES: [C:1]([CH3:2])(=[O:3])[c:4]1[cH:5][cH:6][c:7]([O:22][CH2:23][CH:24]2[CH2:25][CH2:26]2)[c:8](-[c:10]2[c:11]3[c:12]([n:13][cH:14][n:15]2)[c:16]([C:19](=[O:20])[OH:21])[cH:17][nH:18]3)[cH:9]1.[NH2:27][CH:28]1[CH2:29][CH2:30][N:31]([C:34]([CH3:35])=[O:36])[CH2:32][CH2:33]1>>[C:1]([CH3:2])(=[O:3])[c:4]1[cH:5][cH:6][c:7]([O:22][CH2:23][CH:24]2[CH2:25][CH2:26]2)[c:8](-[c:10]2[c:11]3[c:12]([n:13][cH:14][n:15]2)[c:16]([C:19](=[O:21])[NH:27][CH:28]2[CH2:29][CH2:30][N:31]([C:34]([CH3:35])=[O:36])[CH2:32][CH2:33]2)[cH:17][nH:18]3)[cH:9]1. Starting materials: O=C(Cl)c1ccccc1, Clc1ccc2[nH]c3c(c2c1)CCNC3, Cl, c1ccncc1. Product: O=C(c1ccccc1)N1CCc2c([nH]c3ccc(Cl)cc23)C1. RXN SMILES: [C:16]([c:17]1[cH:18][cH:19][cH:20][cH:21][cH:22]1)(=[O:23])[Cl:24].[Cl:1][c:2]1[cH:3][c:4]2[c:5]3[c:10]([nH:11][c:12]2[cH:13][cH:14]1)[CH2:9][NH:8][CH2:7][CH2:6]3.[ClH:15].[cH:25]1[cH:26][cH:27][n:28][cH:29][cH:30]1>>[Cl:1][c:2]1[cH:3][c:4]2[c:5]3[c:10]([nH:11][c:12]2[cH:13][cH:14]1)[CH2:9][N:8]([C:16]([c:17]1[cH:18][cH:19][cH:20][cH:21][cH:22]1)=[O:23])[CH2:7][CH2:6]3. Starting materials: C(C)OC(=O)C=1C(=C2C(=CN1)N(C(=C2Br)Br)CC2=CC(=CC=C2)OC)O (2,3-dibromo-1-(3-methoxy-benzyl)-4-hydroxy-1H-pyrrolo[2,3-c]pyridine-5-carboxylic acid ethyl ester), C(=O)[O-].[NH4+] (ammonium formate). The reagents and catalysts are [Pd] (Pd/C). The product is C(C)OC(=O)C=1C(=C2C(=CN1)N(C=C2)CC2=CC(=CC=C2)OC)O (1-(3-Methoxy-benzyl)-4-hydroxy-1H-pyrrolo[2,3-c]pyridine-5-carboxylic acid ethyl ester). Reaction SMILES: [CH2:1]([O:3][C:4]([C:6]1[C:7]([OH:26])=[C:8]2[C:14](Br)=[C:13](Br)[N:12]([CH2:17][C:18]3[CH:23]=[CH:22][CH:21]=[C:20]([O:24][CH3:25])[CH:19]=3)[C:9]2=[CH:10][N:11]=1)=[O:5])[CH3:2].C([O-])=O.[NH4+]>[Pd]>[CH2:1]([O:3][C:4]([C:6]1[C:7]([OH:26])=[C:8]2[CH:14]=[CH:13][N:12]([CH2:17][C:18]3[CH:23]=[CH:22][CH:21]=[C:20]([O:24][CH3:25])[CH:19]=3)[C:9]2=[CH:10][N:11]=1)=[O:5])[CH3:2] |f:1.2|. Procedure: Prepared in analogy to that of Example 6(a) from 2,3-dibromo-1-(3-methoxy-benzyl)-4-hydroxy-1H-pyrrolo[2,3-c]pyridine-5-carboxylic acid ethyl ester, ammonium formate and Pd/C. The title compound, ESI MS (m/z): 327 (M+H)+.